From a dataset of the Open Reaction Database (ORD), a public repository of structured organic reaction records. describe an organic reaction: reactants, conditions, products, and yield Reactants: BrC=1C=CC2=C(OC(CO2)CO)C1 ((7-bromo-2,3-dihydro-1,4-benzodioxin-2-yl)methanol), CS(=O)[O-].[Na+] (sodium methanesulfinate), N1[C@H](C(=O)O)CCC1 (L-proline), C(=O)([O-])[O-].[K+].[K+] (K2CO3). Reagents/catalysts: [Cu]I (CuI). Run in CS(=O)C (DMSO). Conditions: temperature 140 celsius. Product: CS(=O)(=O)C=1C=CC2=C(OC(CO2)CO)C1 ([7-(METHYLSULFONYL)-2,3-DIHYDRO-1,4-BENZODIOXIN-2-YL]METHANOL). Yield: 182.2%. Reaction SMILES: Br[C:2]1[CH:3]=[CH:4][C:5]2[O:10][CH2:9][CH:8]([CH2:11][OH:12])[O:7][C:6]=2[CH:13]=1.[CH3:14][S:15]([O-:17])=[O:16].[Na+].N1CCC[C@H]1C(O)=O.C([O-])([O-])=O.[K+].[K+]>CS(C)=O.[Cu]I>[CH3:14][S:15]([C:2]1[CH:3]=[CH:4][C:5]2[O:10][CH2:9][CH:8]([CH2:11][OH:12])[O:7][C:6]=2[CH:13]=1)(=[O:17])=[O:16] |f:1.2,4.5.6|. Procedure: 4 batches of a mixture of (7-bromo-2,3-dihydro-1,4-benzodioxin-2-yl)methanol (0.5 g, 2.0 mmol), sodium methanesulfinate (85%) (0.37 g, 3.1 mmol), CuI (0.039 g, 0.2 mmol), L-proline (0.047 g, 0.4 mmol) and K2CO3 (0.056 g, 0.4 mmol) in DMSO (4 ml) was heated under microwave radiation to 140° C. for 1 h in a nitrogen-flushed vial. The batches were mixed and diluted with water and HCl (1 N). The resulting solution was extracted with EtOAc. The combined organic phases were washed with brine, dried an...